This data is from the Open Reaction Database (ORD), a public repository of structured organic reaction records. The task is: describe an organic reaction: reactants, conditions, products, and yield Starting materials: [OH-].[Na+] (sodium hydroxide), C(C)OC(=O)C=1C(=NOC1C)C1=NC=C(C=C1)F (3-(5-fluoro-pyridin-2-yl)-5-methyl-isoxazole-4-carboxylic acid ethyl ester), [H-].[Al+3].[Li+].[H-].[H-].[H-] (lithiumaluminiumhydride), O (water), O (water). Solvent: C1CCOC1 (THF). Conditions: time 4 hour. The product is FC=1C=CC(=NC1)C1=NOC(=C1CO)C ([3-(5-Fluoro-pyridin-2-yl)-5-methyl-isoxazol-4-yl]-methanol). Isolated yield 70.6%. As a reaction SMILES: C([O:3][C:4]([C:6]1[C:7]([C:12]2[CH:17]=[CH:16][C:15]([F:18])=[CH:14][N:13]=2)=[N:8][O:9][C:10]=1[CH3:11])=O)C.[H-].[Al+3].[Li+].[H-].[H-].[H-].O.[OH-].[Na+]>C1COCC1>[F:18][C:15]1[CH:16]=[CH:17][C:12]([C:7]2[C:6]([CH2:4][OH:3])=[C:10]([CH3:11])[O:9][N:8]=2)=[N:13][CH:14]=1 |f:1.2.3.4.5.6,8.9|. Procedure details: To a solution of 3-(5-fluoro-pyridin-2-yl)-5-methyl-isoxazole-4-carboxylic acid ethyl ester (2.5 g, 10 mmol) in dry THF (34 mL), cooled to 0° C., was added lithiumaluminiumhydride (209 mg, 2.3 mmol) portionwise. After allowing to warm up to room temperature over 1 h, the mixture was cooled to 0° C. and water (0.2 mL) was added carefully followed by aqueous sodium hydroxide (15%, 0.2 mL) and water (0.6 mL). The resulting suspension was stirred for 4 h at ambient temperature and filtered over Hyfl... The reactants are ON=C(N)C1=CC2=C(NC=N2)C=C1 (N′-hydroxy-1H-benzimidazole-5-carboximidamide), C(#N)C1=CC=C2CCN(CC2=C1)CC(=O)OC(C)(C)C (tert-butyl (7-cyano-3,4-dihydroisoquinolin-2(1H)-yl)acetate). Product: NC(C1=CC=C2CCN(CC2=C1)CC(=O)OC(C)(C)C)=NO (tert-butyl [7-[amino(hydroxyimino)methyl]-3,4-dihydroisoquinolin-2(1H)-yl]acetate). Reaction SMILES: [OH:1][N:2]=[C:3]([C:5]1[CH:13]=[CH:12][C:8]2NC=N[C:7]=2[CH:6]=1)[NH2:4].C(C1C=C2C([CH2:20][CH2:21][N:22]([CH2:26][C:27]([O:29][C:30]([CH3:33])([CH3:32])[CH3:31])=[O:28])[CH2:23]2)=CC=1)#N>>[NH2:4][C:3](=[N:2][OH:1])[C:5]1[CH:6]=[C:7]2[C:8]([CH2:20][CH2:21][N:22]([CH2:26][C:27]([O:29][C:30]([CH3:31])([CH3:33])[CH3:32])=[O:28])[CH2:23]2)=[CH:12][CH:13]=1. Reported procedure: The title compound was prepared following procedure described for Intermediate 1, step 2, but starting from tert-butyl (7-cyano-3,4-dihydroisoquinolin-2(1H)-yl)acetate obtained in step 1 (3.32 g; 12.19 mmol) as a pale yellow powder (3.69 g; 99%). 1H NMR (DMSO-d6) δ 9.50 (s, 1H), 7.43-7.40 (m, 1H), 7.33 (m, 1H), 7.08 (d, J=8 Hz, 1H), 5.71 (bs, 2H), 3.68 (s, 2H), 3.30 (s, 2H), 2.78 (s, 4H), 1.43 (s, 9H). HPLC (Method A), Rt 1.82 min (Purity: 91.1%). LC/MS (Method B): 306.2 (M+H)+.